Dataset: the Open Reaction Database (ORD), a public repository of structured organic reaction records. Task: describe an organic reaction: reactants, conditions, products, and yield Reactants: C(C)(=O)O (acetic acid), C1=CC(=CC=C1O)C (p-cresol). Reagents/catalysts: catalyst. The solvent is C(C)(C)(C)O (tert. butanol). Product: OC1=CC=C(C=O)C=C1 (p-hydroxybenzaldehyde), OC1=CC=C(C(=O)O)C=C1 (p-hydroxybenzoic acid). As a reaction SMILES: [C:1]([OH:4])(=[O:3])[CH3:2].[CH:5]1[C:10]([OH:11])=[CH:9][CH:8]=[C:7]([CH3:12])[CH:6]=1>C(O)(C)(C)C>[OH:11][C:10]1[CH:9]=[CH:8][C:7]([CH:12]=[O:3])=[CH:6][CH:5]=1.[OH:11][C:10]1[CH:5]=[CH:6][C:2]([C:1]([OH:4])=[O:3])=[CH:8][CH:9]=1. Procedure details: The catalyst (1 g) prepared in Example 3 was reacted according to the operating procedure of Example 2, except that the acetic acid was replaced by tert. butanol and the reaction temperature was 80° C. The p-cresol conversion was 50%. 2.2 mmole of p-hydroxybenzaldehyde and 0.2 mmole of p-hydroxybenzoic acid were obtained. Reactants: ClC1=CC=C(CN2C(=NC=3N(C(N(C(C23)=O)CCCOC2OCCCC2)=O)C)OCCOC2CCCCC2)C=C1 (7-(4-chlorobenzyl)-8-(2-(cyclohexyloxy)ethoxy)-3-methyl-1-(3-(tetrahydro-2H-pyran-2-yloxy)propyl)-1H-purine-2,6(3H,7H)-dione). The solvent is Cl (HCl). The product is ClC1=CC=C(CN2C(=NC=3N(C(N(C(C23)=O)CCCO)=O)C)OCCOC2CCCCC2)C=C1 (7-(4-chlorobenzyl)-8-(2-(cyclohexyloxy)ethoxy)-1-(3-hydroxypropyl)-3-methyl-1H-purine-2,6(3H,7H)-dione). Yield: 60.9%. As a reaction SMILES: [Cl:1][C:2]1[CH:40]=[CH:39][C:5]([CH2:6][N:7]2[C:15]3[C:14](=[O:16])[N:13]([CH2:17][CH2:18][CH2:19][O:20]C4CCCCO4)[C:12](=[O:27])[N:11]([CH3:28])[C:10]=3[N:9]=[C:8]2[O:29][CH2:30][CH2:31][O:32][CH:33]2[CH2:38][CH2:37][CH2:36][CH2:35][CH2:34]2)=[CH:4][CH:3]=1>Cl>[Cl:1][C:2]1[CH:3]=[CH:4][C:5]([CH2:6][N:7]2[C:15]3[C:14](=[O:16])[N:13]([CH2:17][CH2:18][CH2:19][OH:20])[C:12](=[O:27])[N:11]([CH3:28])[C:10]=3[N:9]=[C:8]2[O:29][CH2:30][CH2:31][O:32][CH:33]2[CH2:34][CH2:35][CH2:36][CH2:37][CH2:38]2)=[CH:39][CH:40]=1. Reported procedure: A solution of 7-(4-chlorobenzyl)-8-(2-(cyclohexyloxy)ethoxy)-3-methyl-1-(3-(tetrahydro-2H-pyran-2-yloxy)propyl)-1H-purine-2,6(3H,7H)-dione (123 mg, 0.214 mmol) in 1 mM ethanolic HCl (2 mL) was stirred at room temperature for 30 min. The reaction was concentrated to dryness to give a crude product, which was purified by preparative HPLC to give 7-(4-chlorobenzyl)-8-(2-(cyclohexyloxy)ethoxy)-1-(3-hydroxypropyl)-3-methyl-1H-purine-2,6(3H,7H)-dione (64 mg, 60.9% yield) as a white solid. 1H-NMR (CDCl... Starting materials: CC=1C(NC(NC1)=O)=O (5-methyluracil), FF.N#N (fluorine nitrogen), CC=1C(NC(NC1)=O)=O (5-methyl-uracil), FF (fluorine). The solvent is FC(C(=O)O)(F)F (trifluoroacetic acid). Reaction conditions: temperature 14 celsius, time 120 minute. Product: FC1(C(NC(N=C1)=O)=O)C (5-fluoro-5-methyluracil). Reaction SMILES: [CH3:1][C:2]1[C:3](=[O:9])[NH:4][C:5](=[O:8])[NH:6][CH:7]=1.[F:10]F.N#N.FF>FC(F)(F)C(O)=O>[F:10][C:2]1([CH3:1])[CH:7]=[N:6][C:5](=[O:8])[NH:4][C:3]1=[O:9] |f:1.2|. Procedure: 5-methyluracil (1.00 g) in trifluoroacetic acid (10 ml) was treated with gaseous fluorine-nitrogen mixture. The reaction began at an initial temperature of 0° C. and during the fluorination the reaction temperature was raised to 14° C. and the reaction continued until completion for 120 minutes. The mole ratio of fluorine to 5-methyl-uracil was 2.56. The solvent was evaporated at about 50° C. under reduced pressure leaving a brown solid, which upon extracting with acetone gave 5-fluoro-5-methylu... Reactants: CO[C@H]1C[C@H](CCC1)OC1=NC=CC=C1NC=1C2=C(N=CN1)SC(=C2C)C(=O)O (racemic 4-[2-((cis)-3-methoxycyclohexyloxy)-pyridin-3-ylamino]-5-methyl-thieno[2,3-d]pyrimidine-6-carboxylic acid), N (ammonia), CN(C)C(=[N+](C)C)ON1C2=C(C=CC=C2)N=N1.[B-](F)(F)(F)F (TBTU). Solvent: CN(C)C=O (DMF). The product is CO[C@H]1C[C@H](CCC1)OC1=NC=CC=C1NC=1C2=C(N=CN1)SC(=C2C)C(=O)N (Racemic 4-[2-((cis)-3-Methoxy-cyclohexyloxy)-pyridin-3-ylamino]-5-methyl-thieno[2,3-d]pyrimidine-6-carboxylic acid amide). As a reaction SMILES: [CH3:1][O:2][C@@H:3]1[CH2:8][CH2:7][CH2:6][C@H:5]([O:9][C:10]2[C:15]([NH:16][C:17]3[C:18]4[C:25]([CH3:26])=[C:24]([C:27](O)=[O:28])[S:23][C:19]=4[N:20]=[CH:21][N:22]=3)=[CH:14][CH:13]=[CH:12][N:11]=2)[CH2:4]1.N.C[N:32](C(ON1N=NC2C=CC=CC1=2)=[N+](C)C)C.[B-](F)(F)(F)F>CN(C=O)C>[CH3:1][O:2][C@@H:3]1[CH2:8][CH2:7][CH2:6][C@H:5]([O:9][C:10]2[C:15]([NH:16][C:17]3[C:18]4[C:25]([CH3:26])=[C:24]([C:27]([NH2:32])=[O:28])[S:23][C:19]=4[N:20]=[CH:21][N:22]=3)=[CH:14][CH:13]=[CH:12][N:11]=2)[CH2:4]1 |f:2.3|. Reported procedure: Prepared analogously to example 1.4 from 0.1 g racemic 4-[2-((cis)-3-methoxycyclohexyloxy)-pyridin-3-ylamino]-5-methyl-thieno[2,3-d]pyrimidine-6-carboxylic acid and ammonia (7 M in methanol) using TBTU instead of HATU in DMF as solvent. The reactants are FC1=CC2=C(C(=NO2)C2CCNCC2)C=C1 (6-fluoro-3-(4-piperidinyl)-1,2-benzisoxazole), C(=O)([O-])[O-].[K+].[K+] (K2CO3), BrCCCO (3-bromo-1-propanol), C(C)#N (acetonitrile), beige solid. Run in O (H2O). Yields the product FC1=CC2=C(C(=NO2)C2CCN(CC2)CCCO)C=C1 (6-fluoro-3-[1-(3-hydroxypropyl)-4-piperidinyl]-1,2-benzisoxazole). Isolated yield 63.9%. As a reaction SMILES: [F:1][C:2]1[CH:16]=[CH:15][C:5]2[C:6]([CH:9]3[CH2:14][CH2:13][NH:12][CH2:11][CH2:10]3)=[N:7][O:8][C:4]=2[CH:3]=1.C([O-])([O-])=O.[K+].[K+].Br[CH2:24][CH2:25][CH2:26][OH:27].C(#N)C>O>[F:1][C:2]1[CH:16]=[CH:15][C:5]2[C:6]([CH:9]3[CH2:10][CH2:11][N:12]([CH2:24][CH2:25][CH2:26][OH:27])[CH2:13][CH2:14]3)=[N:7][O:8][C:4]=2[CH:3]=1 |f:1.2.3|. Reported procedure: A stirred mixture of 6-fluoro-3-(4-piperidinyl)-1,2-benzisoxazole (10.0 g, 45 mmol), K2CO3 (10.0 g), 3-bromo-1-propanol (7.3 g, 46 mmol) and acetonitrile (200 ml) was refluxed for 3 hours. The reaction was poured into H2O and 7.1 g of a beige solid was collected. The filtrate was extracted with dichloromethane, and after concentration an additional 6.7 g of crude solid was harvested. The solids were combined and triturated with refluxing ethyl acetate to afford 8.0 g of 6-fluoro-3-[1-(3-hydroxyp... Reactants: Oc1cccnc1Br, C1CCOC1, CC(C)OC(=O)N=NC(=O)OC(C)C, c1ccc(P(c2ccccc2)c2ccccc2)cc1, OCCCc1cccnc1. The product is Brc1ncccc1OCCCc1cccnc1. As a reaction SMILES: [Br:44][c:45]1[n:46][cH:47][cH:48][cH:49][c:50]1[OH:51].[CH2:52]1[O:53][CH2:54][CH2:55][CH2:56]1.[O:30]=[C:31]([O:32][CH:33]([CH3:34])[CH3:35])[N:36]=[N:37][C:38]([O:39][CH:40]([CH3:41])[CH3:42])=[O:43].[c:11]1([P:12]([c:13]2[cH:14][cH:15][cH:16][cH:17][cH:18]2)[c:19]2[cH:20][cH:21][cH:22][cH:23][cH:24]2)[cH:25][cH:26][cH:27][cH:28][cH:29]1.[n:1]1[cH:2][c:3]([CH2:7][CH2:8][CH2:9][OH:10])[cH:4][cH:5][cH:6]1>>[n:1]1[cH:2][c:3]([CH2:7][CH2:8][CH2:9][O:10][c:50]2[c:45]([Br:44])[n:46][cH:47][cH:48][cH:49]2)[cH:4][cH:5][cH:6]1. Starting materials: O=C([O-])[O-], C1CCOC1, COc1ccc(Cn2nc(C)c3c(Cl)ccnc32)cc1, CC(C)(C)[O-], Cn1c(Nc2ccc(F)cc2)ncc(-c2ccc(O)c(F)c2)c1=O, [K+], [K+], [K+], CN(C)C=O. The product is COc1ccc(Cn2nc(C)c3c(Oc4ccc(-c5cnc(Nc6ccc(F)cc6)n(C)c5=O)cc4F)ccnc32)cc1. RXN SMILES: [C:51](=[O:52])([O-:53])[O-:54].[CH2:62]1[O:63][CH2:64][CH2:65][CH2:66]1.[CH3:25][O:26][c:27]1[cH:28][cH:29][c:30]([CH2:31][n:32]2[n:33][c:34]([CH3:42])[c:35]3[c:36]2[n:37][cH:38][cH:39][c:40]3[Cl:41])[cH:43][cH:44]1.[CH3:45][C:46]([CH3:47])([O-:48])[CH3:49].[F:1][c:2]1[cH:3][c:4](-[c:9]2[c:10](=[O:24])[n:11]([CH3:23])[c:12]([NH:15][c:16]3[cH:17][cH:18][c:19]([F:22])[cH:20][cH:21]3)[n:13][cH:14]2)[cH:5][cH:6][c:7]1[OH:8].[K+:50].[K+:55].[K+:56].[O:57]=[CH:58][N:59]([CH3:60])[CH3:61]>>[F:1][c:2]1[cH:3][c:4](-[c:9]2[c:10](=[O:24])[n:11]([CH3:23])[c:12]([NH:15][c:16]3[cH:17][cH:18][c:19]([F:22])[cH:20][cH:21]3)[n:13][cH:14]2)[cH:5][cH:6][c:7]1[O:8][c:40]1[c:35]2[c:34]([CH3:42])[n:33][n:32]([CH2:31][c:30]3[cH:29][cH:28][c:27]([O:26][CH3:25])[cH:44][cH:43]3)[c:36]2[n:37][cH:38][cH:39]1. Reactants: COC=1C=C(C=CC1)C1=CC=C2CC(NC2=C1)=O (6-(3-Methoxyphenyl)-1,3-dihydroindol-2-one), CN(CCCC=1C(=C(NC1C)C=O)C)C (4-(3-dimethylaminopropyl)-3,5-dimethyl-1H-pyrrole-2-carbaldehyde). The product is CN(CCCC=1C(=C(NC1C)C=C1C(NC2=CC(=CC=C12)C1=CC(=CC=C1)OC)=O)C)C (3-[4-(3-dimethylaminopropyl)-3,5-dimethyl-1H-pyrrol-2-ylmethylene]-6-(3-methoxyphenyl)-1,3-dihydroindol-2-one). Yield: 77.5%. Reaction SMILES: [CH3:1][O:2][C:3]1[CH:4]=[C:5]([C:9]2[CH:17]=[C:16]3[C:12]([CH2:13][C:14](=[O:18])[NH:15]3)=[CH:11][CH:10]=2)[CH:6]=[CH:7][CH:8]=1.[CH3:19][N:20]([CH3:33])[CH2:21][CH2:22][CH2:23][C:24]1[C:25]([CH3:32])=[C:26]([CH:30]=O)[NH:27][C:28]=1[CH3:29]>>[CH3:33][N:20]([CH3:19])[CH2:21][CH2:22][CH2:23][C:24]1[C:25]([CH3:32])=[C:26]([CH:30]=[C:13]2[C:12]3[C:16](=[CH:17][C:9]([C:5]4[CH:6]=[CH:7][CH:8]=[C:3]([O:2][CH3:1])[CH:4]=4)=[CH:10][CH:11]=3)[NH:15][C:14]2=[O:18])[NH:27][C:28]=1[CH3:29]. Procedure details: 6-(3-Methoxyphenyl)-1,3-dihydroindol-2-one (239 mg, 1.0 mmol) was condensed with 4-(3-dimethylaminopropyl)-3,5-dimethyl-1H-pyrrole-2-carbaldehyde (208 mg, 1.0 mmol) using method B to give 333 mg (83%) of 3-[4-(3-dimethylaminopropyl)-3,5-dimethyl-1H-pyrrol-2-ylmethylene]-6-(3-methoxyphenyl)-1,3-dihydroindol-2-one as a red solid. The product is ClC=1C=CC(=C(C1)CN1C(OC(=N1)C1=CC=C(C=C1)C(F)(F)F)=O)OC(=O)CCl (3-[[5-Chloro-2-[[(chloromethyl)carbonyl]oxy]phenyl]methyl]-5-[4-(trifluoromethyl)phenyl]-1,3,4-oxadiazol-2(3H)-one). Run at time 4 hour. Run in ClCCl (dichloromethane). RXN SMILES: [Cl:1][CH2:2][C:3](Cl)=[O:4].[Cl:6][C:7]1[CH:8]=[CH:9][C:10]([OH:30])=[C:11]([CH2:13][N:14]2[N:18]=[C:17]([C:19]3[CH:24]=[CH:23][C:22]([C:25]([F:28])([F:27])[F:26])=[CH:21][CH:20]=3)[O:16][C:15]2=[O:29])[CH:12]=1.N1C=CC=CC=1>ClCCl>[Cl:6][C:7]1[CH:8]=[CH:9][C:10]([O:30][C:3]([CH2:2][Cl:1])=[O:4])=[C:11]([CH2:13][N:14]2[N:18]=[C:17]([C:19]3[CH:20]=[CH:21][C:22]([C:25]([F:28])([F:26])[F:27])=[CH:23][CH:24]=3)[O:16][C:15]2=[O:29])[CH:12]=1. The yield is 100.4%. The reactants are ClCC(=O)Cl (chloroacetyl chloride), ClC=1C=CC(=C(C1)CN1C(OC(=N1)C1=CC=C(C=C1)C(F)(F)F)=O)O (3-[(5-chloro-2-hydroxyphenyl)methyl]-5-[4-(trifluoromethyl)phenyl]-1,3,4-oxadiazol-2(3H)-one), N1=CC=CC=C1 (pyridine). Reported procedure: Neat chloroacetyl chloride (0.45 g, 5.6 mmol) was added dropwise to a stirred cold (0° C.) solution of 3-[(5-chloro-2-hydroxyphenyl)methyl]-5-[4-(trifluoromethyl)phenyl]-1,3,4-oxadiazol-2(3H)-one (1.8 g, 4.9 mmol) and anhydrous pyridine (0.45 g, 5.5 mmol) in anhydrous dichloromethane (30 mL). The resulting mixture was allowed to warm to room temperature and stirred for 4 hr. The dichloromethane was rotary evaporated and the residue was partitioned between diethylether-ethyl acetate and dilute HC... The reactants are C(C)(C)(C)OC(=O)N[C@H](C(=O)N[C@H](C(=O)O)CC1=CC(=C(C=C1)OCC(=O)OC)C(=O)OC)CC1=CC=CC=C1 ((2S)-2-({(2S)-2-[(tert-butoxycarbonyl)amino]-3-phenylpropanoyl}amino)-3-[3-(methoxycarbonyl)-4-(2-methoxy-2-oxoethoxy)phenyl]propanoic acid), C1(=CC=CC=C1)CCCCN (4-phenylbutylamine). Yields the product C(C)(C)(C)OC(=O)N[C@H](C(=O)N[C@@H](CC=1C=CC(=C(C(=O)O)C1)OCC(=O)O)C(NCCCCC1=CC=CC=C1)=O)CC1=CC=CC=C1 (5-{(2S)-2-({(2S)-2-[(tert-Butoxycarbonyl)amino]-3-phenylpropanoyl}amino)-3-oxo-3-[(4-phenylbutyl)amino]propyl}-2-(carboxymethoxy)benzoic Acid). Reaction SMILES: [C:1]([O:5][C:6]([NH:8][C@@H:9]([CH2:34][C:35]1[CH:40]=[CH:39][CH:38]=[CH:37][CH:36]=1)[C:10]([NH:12][C@@H:13]([CH2:17][C:18]1[CH:23]=[CH:22][C:21]([O:24][CH2:25][C:26]([O:28]C)=[O:27])=[C:20]([C:30]([O:32]C)=[O:31])[CH:19]=1)[C:14](O)=[O:15])=[O:11])=[O:7])([CH3:4])([CH3:3])[CH3:2].[C:41]1([CH2:47][CH2:48][CH2:49][CH2:50][NH2:51])[CH:46]=[CH:45][CH:44]=[CH:43][CH:42]=1>>[C:1]([O:5][C:6]([NH:8][C@@H:9]([CH2:34][C:35]1[CH:40]=[CH:39][CH:38]=[CH:37][CH:36]=1)[C:10]([NH:12][C@H:13]([C:14](=[O:15])[NH:51][CH2:50][CH2:49][CH2:48][CH2:47][C:41]1[CH:46]=[CH:45][CH:44]=[CH:43][CH:42]=1)[CH2:17][C:18]1[CH:23]=[CH:22][C:21]([O:24][CH2:25][C:26]([OH:28])=[O:27])=[C:20]([CH:19]=1)[C:30]([OH:32])=[O:31])=[O:11])=[O:7])([CH3:4])([CH3:2])[CH3:3]. Procedure: Synthesis was performed from (2S)-2-({(2S)-2-[(tert-butoxycarbonyl)amino]-3-phenylpropanoyl}amino)-3-[3-(methoxycarbonyl)-4-(2-methoxy-2-oxoethoxy)phenyl]propanoic acid and 4-phenylbutylamine (46 uL) according to Method A to give the title compound (34 mg). 1H-NMR (400 MHz, CD3OD) d 7.76 (s, 1H), 7.38 (d, J=8.5 Hz, 1H), 7.26-7.11 (m, 10H), 6.98 (d, J=8.5 Hz, 1H), 4.76 (s, 2H), 4.50 (t, J=6.9 Hz, 1H), 4.23 (dd, J=5.2 Hz, J=9.3 Hz, 1H), 3.17 (m, 1H), 3.09-2.91 (m, 4H), 2.75 (dd, J=9.4 Hz, J=13.6 H...